Dataset: the Open Reaction Database (ORD), a public repository of structured organic reaction records. Task: describe an organic reaction: reactants, conditions, products, and yield Starting materials: CO, Cc1ccc(C(=O)NC2CC2)cc1-n1ccc2ccc(OCCNC(=O)OC(C)(C)C)cc2c1=O, Cl, C1COCCO1. The product is Cc1ccc(C(=O)NC2CC2)cc1-n1ccc2ccc(OCCN)cc2c1=O. RXN SMILES: [CH3:36][OH:37].[CH:1]1([NH:4][C:5](=[O:6])[c:7]2[cH:8][cH:9][c:10]([CH3:35])[c:11](-[n:13]3[c:14](=[O:34])[c:15]4[cH:16][c:17]([O:23][CH2:24][CH2:25][NH:26][C:27](=[O:28])[O:29][C:30]([CH3:31])([CH3:32])[CH3:33])[cH:18][cH:19][c:20]4[cH:21][cH:22]3)[cH:12]2)[CH2:2][CH2:3]1.[ClH:38].[O:39]1[CH2:40][CH2:41][O:42][CH2:43][CH2:44]1>>[CH:1]1([NH:4][C:5](=[O:6])[c:7]2[cH:8][cH:9][c:10]([CH3:35])[c:11](-[n:13]3[c:14](=[O:34])[c:15]4[cH:16][c:17]([O:23][CH2:24][CH2:25][NH2:26])[cH:18][cH:19][c:20]4[cH:21][cH:22]3)[cH:12]2)[CH2:2][CH2:3]1. The reactants are O=C(O)c1ccc(O)cc1, Oc1ccc(S)cc1. The product is O=C(Sc1ccc(O)cc1)c1ccc(O)cc1. Reaction SMILES: [OH:1][C:2](=[O:3])[c:4]1[cH:5][cH:6][c:7]([OH:8])[cH:9][cH:10]1.[SH:11][c:12]1[cH:13][cH:14][c:15]([OH:18])[cH:16][cH:17]1>>[C:2](=[O:3])([c:4]1[cH:5][cH:6][c:7]([OH:8])[cH:9][cH:10]1)[S:11][c:12]1[cH:13][cH:14][c:15]([OH:18])[cH:16][cH:17]1. Procedure details: 4-Hydroxypiperidine (0.83 mmol) and [(5-chloro-1H-indole-2-carbonyl)-amino]-acetic acid (0.8 mmol) were coupled according to procedure A (dimethylformamide-dichloromethane reaction solvent) with the following workup: the reaction mixture was stirred with ethyl acetate and aqueous 2 N HCl, the resulting suspension filtered and the collected solid washed successively with aqueous 2 N HCl, aqueous 2 N NaOH, ether and dried: Yield 180 mg, 68%; TSPMS 336/338 (MH+, 100%); Reactants: OC1CCNCC1 (4-Hydroxypiperidine), ClC=1C=C2C=C(NC2=CC1)C(=O)NCC(=O)O ([(5-chloro-1H-indole-2-carbonyl)-amino]-acetic acid), CN(C=O)C.ClCCl (dimethylformamide dichloromethane), Cl (HCl). Reaction SMILES: [OH:1][CH:2]1[CH2:7][CH2:6][NH:5][CH2:4][CH2:3]1.[Cl:8][C:9]1[CH:10]=[C:11]2[C:15](=[CH:16][CH:17]=1)[NH:14][C:13]([C:18]([NH:20][CH2:21][C:22](O)=[O:23])=[O:19])=[CH:12]2.CN(C)C=O.ClCCl.Cl>C(OCC)(=O)C>[OH:1][CH:2]1[CH2:7][CH2:6][N:5]([C:22](=[O:23])[CH2:21][NH:20][C:18]([C:13]2[NH:14][C:15]3[C:11]([CH:12]=2)=[CH:10][C:9]([Cl:8])=[CH:17][CH:16]=3)=[O:19])[CH2:4][CH2:3]1 |f:2.3|. Solvent: C(C)(=O)OCC (ethyl acetate). Yields the product OC1CCN(CC1)C(CNC(=O)C=1NC2=CC=C(C=C2C1)Cl)=O (5-Chloro-1H-indole-2-carboxylic acid [2-(4-hydroxy-piperidin-1-yl)-2-oxo-ethyl]-amide). Yield: 97.0%. Starting materials: C([O-])([O-])=O.[K+].[K+] (potassium carbonate), OC1=CC=C(C=C1)C(C(=O)O)C (4-hydroxyphenylpropionic acid), OC1=CC=C(C=C1)C(C(=O)O)C (4-hydroxyphenylpropionic acid), ClCC(C)=O (monochloroacetone). Conditions: time 1 hour. RXN SMILES: [OH:1][C:2]1[CH:7]=[CH:6][C:5]([CH:8]([CH3:12])[C:9]([OH:11])=[O:10])=[CH:4][CH:3]=1.C(=O)([O-])[O-].[K+].[K+].Cl[CH2:20][C:21](=[O:23])[CH3:22]>CN(C)C=O.ClC(Cl)C>[OH:1][C:2]1[CH:3]=[CH:4][C:5]([CH:8]([CH3:12])[C:9]([O:11][CH2:20][C:21]([CH3:22])=[O:23])=[O:10])=[CH:6][CH:7]=1 |f:1.2.3|. Solvent: CN(C=O)C (dimethylformamide), CN(C=O)C (dimethylformamide), ClC(C)Cl (dichloroethane). Reported procedure: After 49.9 g of 4-hydroxyphenylpropionic acid was dissolved in 160 ml of dimethylformamide, 21.8 g of potassium carbonate was added to the solution at room temperature. Then 29.1 g of monochloroacetone was added dropwise to the solution at 60° C. and the reaction with 4-hydroxyphenylpropionic acid was carried out at 80°-90° C. for 1 hour. After the reaction, dimethylformamide was distilled off from the reaction solution to give a residue. After the residue was dissolved in dichloroethane, the so... Yields the product OC1=CC=C(C=C1)C(C(=O)OCC(=O)C)C (acetonyl 4-hydroxyphenylpropionate). Starting materials: NC(=O)c1cn(-c2ccnc(NC3CCC(C(=O)O)CC3)n2)c2ccccc12, C1CCOC1, CN(C)C1CCNCC1, CCN(C(C)C)C(C)C. Product: CN(C)C1CCN(C(=O)C2CCC(Nc3nccc(-n4cc(C(N)=O)c5ccccc54)n3)CC2)CC1. RXN SMILES: [C:1]([NH2:2])(=[O:3])[c:4]1[cH:5][n:6](-[c:13]2[n:14][c:15]([NH:19][CH:20]3[CH2:21][CH2:22][CH:23]([C:26](=[O:27])[OH:28])[CH2:24][CH2:25]3)[n:16][cH:17][cH:18]2)[c:7]2[cH:8][cH:9][cH:10][cH:11][c:12]12.[CH2:47]1[O:48][CH2:49][CH2:50][CH2:51]1.[CH3:38][N:39]([CH3:40])[CH:41]1[CH2:42][CH2:43][NH:44][CH2:45][CH2:46]1.[CH:29]([N:30]([CH2:31][CH3:32])[CH:33]([CH3:34])[CH3:35])([CH3:36])[CH3:37]>>[C:1]([NH2:2])(=[O:3])[c:4]1[cH:5][n:6](-[c:13]2[n:14][c:15]([NH:19][CH:20]3[CH2:21][CH2:22][CH:23]([C:26](=[O:27])[N:44]4[CH2:43][CH2:42][CH:41]([N:39]([CH3:38])[CH3:40])[CH2:46][CH2:45]4)[CH2:24][CH2:25]3)[n:16][cH:17][cH:18]2)[c:7]2[cH:8][cH:9][cH:10][cH:11][c:12]12. Reactants: C(N)(=S)C1=CC=C(C(=O)OC)C=C1 (methyl 4-thiocarbamoylbenzoate), FC(C1=C(C(CBr)=O)C=CC=C1)(F)F (2-trifluoromethyphenacyl bromide), CN(C=O)C (N,N-dimethylformamide). The solvent is O (water). Conditions: temperature 125 celsius, time 3 hour. Product: FC(C1=C(C=CC=C1)C=1N=C(SC1)C1=CC=C(C(=O)OC)C=C1)(F)F (methyl 4-[4-(2-trifluoromethylphenyl)-2-thiazolyl]benzoate). Yield: 54.3%. As a reaction SMILES: [C:1]([C:4]1[CH:13]=[CH:12][C:7]([C:8]([O:10][CH3:11])=[O:9])=[CH:6][CH:5]=1)(=[S:3])[NH2:2].[F:14][C:15]([F:27])([F:26])[C:16]1[CH:25]=[CH:24][CH:23]=[CH:22][C:17]=1[C:18](=O)[CH2:19]Br.CN(C)C=O>O>[F:14][C:15]([F:26])([F:27])[C:16]1[CH:25]=[CH:24][CH:23]=[CH:22][C:17]=1[C:18]1[N:2]=[C:1]([C:4]2[CH:13]=[CH:12][C:7]([C:8]([O:10][CH3:11])=[O:9])=[CH:6][CH:5]=2)[S:3][CH:19]=1. Reported procedure: A mixture of methyl 4-thiocarbamoylbenzoate (1.00 g), 2-trifluoromethyphenacyl bromide (1.50 g) and N,N-dimethylformamide (3 ml) was stirred at 120 to 130° C. for 3 hours. The reaction mixture was poured into water, and precipitated crystals were collected by filtration and then subjected to a silica gel column chromatography. From a fraction eluted with ethyl acetate-hexane (1:4, v/v), methyl 4-[4-(2-trifluoromethylphenyl)-2-thiazolyl]benzoate (1.01 g, yield: 54%) was obtained. The product was ...